Dataset: the Open Reaction Database (ORD), a public repository of structured organic reaction records. Task: describe an organic reaction: reactants, conditions, products, and yield The reactants are compound, CC1=CC[C@@H](CC1)C(=C)C (d-limonene), FC(C(=O)C(F)(F)F)(F)F (hexafluoroacetone), O (water). The reagents and catalysts are [Br-].C(CCC)[N+](CCCC)(CCCC)CCCC (tetra-n-butylammonium bromide). Run at temperature 120 celsius. The product is 2,3-Divinylethylene oxide, FC(C1(OC(C(O1)C=C)C=C)C(F)(F)F)(F)F (2,2-Bis(Trifluoromethyl)-4,5-Divinyl-1,3-Dioxolane). The yield is 779.5%. RXN SMILES: C[C:2]1[CH2:7][CH2:6][C@@H:5]([C:8]([CH3:10])=C)CC=1.[F:11][C:12]([F:20])([F:19])[C:13]([C:15]([F:18])([F:17])[F:16])=[O:14].[OH2:21]>[Br-].C([N+](CCCC)(CCCC)CCCC)CCC>[F:11][C:12]([F:20])([F:19])[C:13]1([C:15]([F:18])([F:17])[F:16])[O:21][CH:5]([CH:8]=[CH2:10])[CH:6]([CH:7]=[CH2:2])[O:14]1 |f:3.4|. Procedure: 2,3-Divinylethylene oxide was prepared according to E. L. Stogryn et al., J. Org. Chem., , 1275 (1964). This compound (60 g, 0.625 mole) was mixed with d-limonene (2 g), tetra-n-butylammonium bromide (0.6 g), water (0.6 g) and hexafluoroacetone (108 g, 0.65 mole) in a 360 ml Shaker tube. The tube was sealed and was heated at 80° C./1 h4, 100° C./1 hr and 120° C./6 hrs. The product mixture unloaded from the tube was distilled to give the desired product 30 g as a clear, colorless liquid. Bp. 50° ... Starting materials: [Li]CCCC (BuLi), CN1C=NC=C1 (1-methyl-1H-imidazole), [Li]CCCC (BuLi), ClC1=CC=C(C=C1)C(=O)C=1C=C2C(=NC(=NC2=CC1)C)C1=CC(=CC=C1)Cl ((4-chlorophenyl)[4-(3-chlorophenyl)-2-methyl-6-quinazolinyl]-methanone), Cl[Si](CC)(CC)CC (Chlorotriethyl-silane), ice water. The solvent is C1CCOC1 (THF), C1CCOC1 (THF). Run at temperature -70 celsius, time 15 minute. Product: ClC=1C=C(C=CC1)C1=NC(=NC2=CC=C(C=C12)C(O)(C1=CN=CN1C)C1=CC=C(C=C1)Cl)C (4-(3-chlorophenyl)-α-(4-chlorophenyl)-2-methyl-α-(1-methyl-1H-imidazol-5-yl)-6-quinazolinemethanol). Yield: 39.0%. As a reaction SMILES: [Li]CCCC.[CH3:6][N:7]1[CH:11]=[CH:10][N:9]=[CH:8]1.Cl[Si](CC)(CC)CC.[Cl:20][C:21]1[CH:26]=[CH:25][C:24]([C:27]([C:29]2[CH:30]=[C:31]3[C:36](=[CH:37][CH:38]=2)[N:35]=[C:34]([CH3:39])[N:33]=[C:32]3[C:40]2[CH:45]=[CH:44][CH:43]=[C:42]([Cl:46])[CH:41]=2)=[O:28])=[CH:23][CH:22]=1>C1COCC1>[Cl:46][C:42]1[CH:41]=[C:40]([C:32]2[C:31]3[C:36](=[CH:37][CH:38]=[C:29]([C:27]([C:24]4[CH:23]=[CH:22][C:21]([Cl:20])=[CH:26][CH:25]=4)([C:11]4[N:7]([CH3:6])[CH:8]=[N:9][CH:10]=4)[OH:28])[CH:30]=3)[N:35]=[C:34]([CH3:39])[N:33]=2)[CH:45]=[CH:44][CH:43]=1. Reported procedure: BuLi (2.9 ml;0.0046 mol) was added dropwise at −70° C. to a solution of 1-methyl-1H-imidazole (0.0046 mol) in THF (7 ml) under N2 flow. The mixture was stirred at −70° C. for 15 min. Chlorotriethyl-silane (0.0048 mol) was added. The mixture was stirred at −70° C. for 15 min. n BuLi (2.6 ml;0.0041 mol) was added dropwise. The mixture was stirred at −70° C. for 15 min. A solution of intermediate (4) (0.00264 mol) obtained in Example A2, in THF (20 ml) was added dropwise at −70° C. The mixture was ... Reactants: CCOC(=O)C(=O)Nc1ccccc1, CO, [K+], [OH-], O. Product: O=C(O)C(=O)Nc1ccccc1. RXN SMILES: [CH2:3]([CH3:4])[O:5][C:6]([C:7](=[O:8])[NH:9][c:10]1[cH:11][cH:12][cH:13][cH:14][cH:15]1)=[O:16].[CH3:18][OH:19].[K+:2].[OH-:1].[OH2:17]>>[O:5]=[C:6]([C:7](=[O:8])[NH:9][c:10]1[cH:11][cH:12][cH:13][cH:14][cH:15]1)[OH:16]. Starting materials: ClCCl, COc1cc(NC(=O)C(F)(F)F)cc(OC)c1, CC(=O)Cl, O, Cl[Sn](Cl)(Cl)Cl. Yields the product COc1cc(NC(=O)C(F)(F)F)cc(OC)c1C(C)=O. RXN SMILES: [CH2:28]([Cl:29])[Cl:30].[CH3:1][O:2][c:3]1[cH:4][c:5]([NH:11][C:12]([C:13]([F:14])([F:15])[F:16])=[O:17])[cH:6][c:7]([O:9][CH3:10])[cH:8]1.[CH3:23][C:24]([Cl:25])=[O:26].[OH2:27].[Sn:18]([Cl:19])([Cl:20])([Cl:21])[Cl:22]>>[CH3:1][O:2][c:3]1[cH:4][c:5]([NH:11][C:12]([C:13]([F:14])([F:15])[F:16])=[O:17])[cH:6][c:7]([O:9][CH3:10])[c:8]1[C:24]([CH3:23])=[O:26]. Starting materials: Cl[Si](C)(C)C (chlorotrimethylsilane), O([Si](C)(C)C(C)(C)C)C=1C(C2=CC=CC=C2C1)C(C)C1C(=CC2=CC=CC=C12)O[Si](C)(C)C(C)(C)C (bis(2-(tert-butyldimethylsiloxy)indenyl)ethane), [Li]CCCC (n-BuLi), solution. Solvent: C1CCOC1 (THF), CCCCCC (hexane). Conditions: time 3 hour. Yields the product C[Si](C1C(=C(C2=CC=CC=C12)C(C)C1=C(C(C2=CC=CC=C12)[Si](C)(C)C)O[Si](C)(C)C(C)(C)C)O[Si](C)(C)C(C)(C)C)(C)C (Bis(1-(trimethylsilyl)-2-(tert-butyldimethylsiloxy)-3-indenyl)ethane). Reaction SMILES: [O:1]([C:9]1[CH:10]([CH:18]([CH:20]2[C:28]3[C:23](=[CH:24][CH:25]=[CH:26][CH:27]=3)[CH:22]=[C:21]2[O:29][Si:30]([C:33]([CH3:36])([CH3:35])[CH3:34])([CH3:32])[CH3:31])[CH3:19])[C:11]2[C:16]([CH:17]=1)=[CH:15][CH:14]=[CH:13][CH:12]=2)[Si:2]([C:5]([CH3:8])([CH3:7])[CH3:6])([CH3:4])[CH3:3].[Li]CCCC.Cl[Si:43]([CH3:46])([CH3:45])[CH3:44]>C1COCC1.CCCCCC>[CH3:44][Si:43]([CH3:46])([CH3:45])[CH:17]1[C:16]2[C:11](=[CH:12][CH:13]=[CH:14][CH:15]=2)[C:10]([CH:18]([C:20]2[C:28]3[C:23](=[CH:24][CH:25]=[CH:26][CH:27]=3)[CH:22]([Si:2]([CH3:5])([CH3:4])[CH3:3])[C:21]=2[O:29][Si:30]([C:33]([CH3:35])([CH3:34])[CH3:36])([CH3:31])[CH3:32])[CH3:19])=[C:9]1[O:1][Si:2]([C:5]([CH3:8])([CH3:7])[CH3:6])([CH3:4])[CH3:3]. Reported procedure: To a solution of bis(2-(tert-butyldimethylsiloxy)indenyl)ethane (10.38 g, 20.0 mmol) in THF (100 mL) at −20° C. was added dropwise n-BuLi (16.1 mL of a 2.5 M solution in hexane, 40.2 mmol) and the reaction mixture was stirred for 3 hours at room temperature. To the resulting solution was added dropwise chlorotrimethylsilane (6.85 g, 63.0 mmol, 8.0 mL) at 0° C. After completed addition the reaction mixture was stirred overnight at room temperature and the solvents were evaporated. The remaining o... Starting materials: COc1ncc(Br)cc1NC(C)=O, CI, [H-], [Na+], CN(C)C=O. Product: COc1ncc(Br)cc1N(C)C(C)=O. RXN SMILES: [Br:1][c:2]1[cH:3][c:4]([NH:10][C:11]([CH3:12])=[O:13])[c:5]([O:8][CH3:9])[n:6][cH:7]1.[CH3:16][I:17].[H-:15].[Na+:14].[O:18]=[CH:19][N:20]([CH3:21])[CH3:22]>>[Br:1][c:2]1[cH:3][c:4]([N:10]([C:11]([CH3:12])=[O:13])[CH3:16])[c:5]([O:8][CH3:9])[n:6][cH:7]1. The reactants are C1(=CC=CC=C1)S(=O)(=O)N1C=CC2=C(C=CC=C12)CO ((1-benzenesulfonyl-1H-indol-4-yl)-methanol), C(Br)(Br)(Br)Br (carbontetrabromide), C1(=CC=CC=C1)P(C1=CC=CC=C1)C1=CC=CC=C1 (triphenylphosphine), C(C)OCC (diethyl ether). Run in C(Cl)Cl (CH2Cl2). Reaction conditions: time 1 hour. The product is C1(=CC=CC=C1)S(=O)(=O)N1C=CC2=C(C=CC=C12)CBr (1-benzenesulfonyl-4-bromomethyl-1H-indole). Yield: 86.4%. Reaction SMILES: [C:1]1([S:7]([N:10]2[C:18]3[C:13](=[C:14]([CH2:19]O)[CH:15]=[CH:16][CH:17]=3)[CH:12]=[CH:11]2)(=[O:9])=[O:8])[CH:6]=[CH:5][CH:4]=[CH:3][CH:2]=1.C(Br)(Br)(Br)[Br:22].C1(P(C2C=CC=CC=2)C2C=CC=CC=2)C=CC=CC=1.C(OCC)C>C(Cl)Cl>[C:1]1([S:7]([N:10]2[C:18]3[C:13](=[C:14]([CH2:19][Br:22])[CH:15]=[CH:16][CH:17]=3)[CH:12]=[CH:11]2)(=[O:9])=[O:8])[CH:6]=[CH:5][CH:4]=[CH:3][CH:2]=1. Procedure details: To a stirred solution of 0.78 g (2.71 mmol) of alcohol (30) and 1.13 g (3.41 mmol) of carbontetrabromide in 10 ml of CH2Cl2 at 0° C. was added 1.07 g (4.08 mmol) of triphenylphosphine. After one hour at 0° C., the solvent was removed under reduced pressure. The residue was flash chromatographed on silica, eluting CH2Cl2. After trituration with diethyl ether there was obtained 0.82 g (80% yield) of 1-benzenesulfonyl-4-bromomethyl-1H-indole (31) as a white solid, m.p. 127°-128° C. Starting materials: COC(=O)C1=NC=CC=C1Br (3-Bromopyridine-2-carboxylic acid methyl ester), C(C)(C)(C)OC(=O)N1CCC(=CC1)B1OC(C(O1)(C)C)(C)C (4-(4,4,5,5-tetramethyl-[1,3,2]dioxaborolan-2-yl)-3,6-dihydro-2H-pyridine-1-carboxylic acid t-butyl ester), C(=O)([O-])[O-].[Na+].[Na+] (Na2CO3). The reagents and catalysts are Cl[Pd]([P](C1=CC=CC=C1)(C2=CC=CC=C2)C3=CC=CC=C3)([P](C4=CC=CC=C4)(C5=CC=CC=C5)C6=CC=CC=C6)Cl (PdCl2(PPh3)2). Solvent: C1CCOC1 (THF), O (water), CCOC(=O)C (EtOAc). Run at time 14 hour. Product: COC(=O)C1=NC=CC=C1C=1CCN(CC1)C(=O)OC(C)(C)C (3′,6′-dihydro-2′H-[3,4]bipyridinyl-2,1′-dicarboxylic acid 1′-t-butyl ester 2-methyl ester). The yield is 64.2%. RXN SMILES: [CH3:1][O:2][C:3]([C:5]1[C:10](Br)=[CH:9][CH:8]=[CH:7][N:6]=1)=[O:4].[C:12]([O:16][C:17]([N:19]1[CH2:24][CH:23]=[C:22](B2OC(C)(C)C(C)(C)O2)[CH2:21][CH2:20]1)=[O:18])([CH3:15])([CH3:14])[CH3:13].C([O-])([O-])=O.[Na+].[Na+]>C1COCC1.O.CCOC(C)=O.Cl[Pd](Cl)([P](C1C=CC=CC=1)(C1C=CC=CC=1)C1C=CC=CC=1)[P](C1C=CC=CC=1)(C1C=CC=CC=1)C1C=CC=CC=1>[CH3:1][O:2][C:3]([C:5]1[C:10]([C:22]2[CH2:23][CH2:24][N:19]([C:17]([O:16][C:12]([CH3:15])([CH3:14])[CH3:13])=[O:18])[CH2:20][CH:21]=2)=[CH:9][CH:8]=[CH:7][N:6]=1)=[O:4] |f:2.3.4,^1:54,73|. Reported procedure: 3-Bromopyridine-2-carboxylic acid methyl ester (4.0 g, 18.6 mmol, 1.0 eq.) was combined with a solution of 4-(4,4,5,5-tetramethyl-[1,3,2]dioxaborolan-2-yl)-3,6-dihydro-2H-pyridine-1-carboxylic acid t-butyl ester (5.8 g, 18.6 mmol, 1.0 eq.) in THF (100 mL), under nitrogen. A solution of Na2CO3 (7.9 g, 74.5 mmol, 4.0 eq.) in water (37 mL) was added, followed by the addition of PdCl2(PPh3)2 (650 mg, 930 μmol, 0.05 eq.). The resulting solution was stirred for 14 hours while the temperature was maint... Starting materials: Clc1nccn2c(C3CCC3)nc(-c3ccccc3)c12, N. As a reaction SMILES: [Cl:2][c:3]1[c:4]2[n:5]([cH:6][cH:7][n:8]1)[c:9]([CH:18]1[CH2:19][CH2:20][CH2:21]1)[n:10][c:11]2-[c:12]1[cH:13][cH:14][cH:15][cH:16][cH:17]1.[NH3:1]>>[NH2:1][c:3]1[c:4]2[n:5]([cH:6][cH:7][n:8]1)[c:9]([CH:18]1[CH2:19][CH2:20][CH2:21]1)[n:10][c:11]2-[c:12]1[cH:13][cH:14][cH:15][cH:16][cH:17]1. The product is Nc1nccn2c(C3CCC3)nc(-c3ccccc3)c12. The reactants are ClC1=CC=C(C=C1)C=1C=C2C(=NC1)N(C=C2C(C2=C(C(=CC=C2F)NS(=O)(=O)CCC)F)=O)COC(C(CC(C)C)NC(=O)OC(C)(C)C)=O ((5-(4-chlorophenyl)-3-(2,6-difluoro-3-(propylsulfonamido)benzoyl)-1H-pyrrolo[2,3-b]pyridin-1-yl)methyl2-((tert-butoxycarbonyl)amino)-4-methylpentanoate), Cl (HCl). The solvent is CCOC(=O)C (EtOAc). Conditions: temperature 0 celsius, time 10 hour. Product: Cl.N[C@H](C(=O)OCN1C=C(C=2C1=NC=C(C2)C2=CC=C(C=C2)Cl)C(C2=C(C(=CC=C2F)NS(=O)(=O)CCC)F)=O)CC(C)C ((S)-(5-(4-chlorophenyl)-3-(2,6-difluoro-3-(propylsulfonamido)benzoyl)-1H-pyrrolo[2,3-b]pyridin-1-yl)methyl 2-amino-4-methylpentanoate hydrochloride). Isolated yield 156.2%. RXN SMILES: [Cl:1][C:2]1[CH:7]=[CH:6][C:5]([C:8]2[CH:9]=[C:10]3[C:16]([C:17](=[O:33])[C:18]4[C:23]([F:24])=[CH:22][CH:21]=[C:20]([NH:25][S:26]([CH2:29][CH2:30][CH3:31])(=[O:28])=[O:27])[C:19]=4[F:32])=[CH:15][N:14]([CH2:34][O:35][C:36](=[O:50])[CH:37]([NH:42]C(OC(C)(C)C)=O)[CH2:38][CH:39]([CH3:41])[CH3:40])[C:11]3=[N:12][CH:13]=2)=[CH:4][CH:3]=1.Cl>CCOC(C)=O>[ClH:1].[NH2:42][C@@H:37]([CH2:38][CH:39]([CH3:40])[CH3:41])[C:36]([O:35][CH2:34][N:14]1[C:11]2=[N:12][CH:13]=[C:8]([C:5]3[CH:6]=[CH:7][C:2]([Cl:1])=[CH:3][CH:4]=3)[CH:9]=[C:10]2[C:16]([C:17](=[O:33])[C:18]2[C:23]([F:24])=[CH:22][CH:21]=[C:20]([NH:25][S:26]([CH2:29][CH2:30][CH3:31])(=[O:27])=[O:28])[C:19]=2[F:32])=[CH:15]1)=[O:50] |f:3.4|. Procedure: A solution of (5-(4-chlorophenyl)-3-(2,6-difluoro-3-(propylsulfonamido)benzoyl)-1H-pyrrolo[2,3-b]pyridin-1-yl)methyl2-((tert-butoxycarbonyl)amino)-4-methylpentanoate (284 mg, 0.39 mmol) was added in a saturated solution of HCl in EtOAc (3 mL). The reaction mixture was stirred at 0° C. for 10 h. The resulting mixture was concentrated in vacuo, and washed with PE/EtOAc (1/1) to afford the title compound as a white solid (204 mg, 78.7%).